From a dataset of the Open Reaction Database (ORD), a public repository of structured organic reaction records. describe an organic reaction: reactants, conditions, products, and yield Reaction SMILES: [CH3:15][N:16]([C:17](=[O:18])[Cl:19])[c:20]1[cH:21][cH:22][cH:23][cH:24][cH:25]1.[OH:1][n:2]1[n:3][c:4](-[c:7]2[cH:8][cH:9][c:10]([O:13][CH3:14])[cH:11][cH:12]2)[cH:5][cH:6]1>>[O:1]([n:2]1[n:3][c:4](-[c:7]2[cH:8][cH:9][c:10]([O:13][CH3:14])[cH:11][cH:12]2)[cH:5][cH:6]1)[C:17]([N:16]([CH3:15])[c:20]1[cH:21][cH:22][cH:23][cH:24][cH:25]1)=[O:18]. The product is COc1ccc(-c2ccn(OC(=O)N(C)c3ccccc3)n2)cc1. Reactants: CN(C(=O)Cl)c1ccccc1, COc1ccc(-c2ccn(O)n2)cc1. The reactants are CC1=C(COC=2C=C(C=CC2)C=CCC(=O)OCC)C(=CC=C1)C (Ethyl 4-(3-(2,6-dimethylbenzyloxy)phenyl)-3-butenoate), [OH-].[Na+] (sodium hydroxide). The solvent is C(C)O (ethanol). Yields the product CC1=C(COC=2C=C(C=CC2)C=CCC(=O)O)C(=CC=C1)C (4-(3-(2,6-Dimethylbenzyloxy)phenyl)-3-butenoic acid). RXN SMILES: [CH3:1][C:2]1[CH:23]=[CH:22][CH:21]=[C:20]([CH3:24])[C:3]=1[CH2:4][O:5][C:6]1[CH:7]=[C:8]([CH:12]=[CH:13][CH2:14][C:15]([O:17]CC)=[O:16])[CH:9]=[CH:10][CH:11]=1.[OH-].[Na+]>C(O)C>[CH3:24][C:20]1[CH:21]=[CH:22][CH:23]=[C:2]([CH3:1])[C:3]=1[CH2:4][O:5][C:6]1[CH:7]=[C:8]([CH:12]=[CH:13][CH2:14][C:15]([OH:17])=[O:16])[CH:9]=[CH:10][CH:11]=1 |f:1.2|. Reported procedure: To a solution of Ethyl 4-(3-(2,6-dimethylbenzyloxy)phenyl)-3-butenoate (Step F) in abs ethanol at low temp, add aqueous sodium hydroxide, after an hour, concentrate and purify by flash chromatography on silica gel column (chloroform:methanol 95:5 spiked with acetic acid). Starting materials: C(C1=CC=CC=C1)N (benzylamine), C(C)(C)N(CC)C(C)C (diisopropylethylamine), COCCCCCCCCCCCC(=O)Cl (12-Methoxy-1-dodecanoyl Chloride). Solvent: C(Cl)Cl (methylene chloride). Reaction conditions: time 6 day. Yields the product COCCCCCCCCCCCC(=O)NCC1=CC=CC=C1 (12-Methoxy-N-(phenylmethyl)dodecanamide). The yield is 70.0%. As a reaction SMILES: [CH2:1]([NH2:8])[C:2]1[CH:7]=[CH:6][CH:5]=[CH:4][CH:3]=1.C(N(C(C)C)CC)(C)C.[CH3:18][O:19][CH2:20][CH2:21][CH2:22][CH2:23][CH2:24][CH2:25][CH2:26][CH2:27][CH2:28][CH2:29][CH2:30][C:31](Cl)=[O:32]>C(Cl)Cl>[CH3:18][O:19][CH2:20][CH2:21][CH2:22][CH2:23][CH2:24][CH2:25][CH2:26][CH2:27][CH2:28][CH2:29][CH2:30][C:31]([NH:8][CH2:1][C:2]1[CH:7]=[CH:6][CH:5]=[CH:4][CH:3]=1)=[O:32]. Reported procedure: To a solution of benzylamine (486mg, 4.5 mmol) in 20 mL of methylene chloride at 0° C. was added dropwise diisopropylethylamine (0.45 ml, 5 mmol) followed by the title product of example 11 (1.0 g, 4 mmol). After stirring at room temperature for 6 days, the reaction mixture was washed successively with 1N HCl, water, saturated NaHCO3, water and brine, dried over magnesium sulfate, filtered and concentrated. The residue was dissolved in anhydrous methanol and passed through a basic ion exchange r... The reactants are C(=O)(O)C(O)C1=CC=CC(=N1)C(CBr)=O (6-(1-carboxy-1-hydroxymethyl)-2-(α-bromoacetyl)pyridine), C(C)OC=1C=C(C(=S)N)C=CC1OCC (3,4-diethoxythiobenzamide). The product is C(C)OC=1C=C(C=CC1OCC)C=1SC=C(N1)C1=NC(=CC=C1)C(O)C(=O)O (2-(3,4-diethoxyphenyl)-4-[6-(1-carboxy-1-hydroxymethyl)-2-pyridyl]thiazole). Reaction SMILES: [C:1]([CH:4]([C:6]1[N:11]=[C:10]([C:12](=O)[CH2:13]Br)[CH:9]=[CH:8][CH:7]=1)[OH:5])([OH:3])=[O:2].[CH2:16]([O:18][C:19]1[CH:20]=[C:21]([CH:25]=[CH:26][C:27]=1[O:28][CH2:29][CH3:30])[C:22]([NH2:24])=[S:23])[CH3:17]>>[CH2:16]([O:18][C:19]1[CH:20]=[C:21]([C:22]2[S:23][CH:13]=[C:12]([C:10]3[CH:9]=[CH:8][CH:7]=[C:6]([CH:4]([C:1]([OH:3])=[O:2])[OH:5])[N:11]=3)[N:24]=2)[CH:25]=[CH:26][C:27]=1[O:28][CH2:29][CH3:30])[CH3:17]. Reported procedure: A reaction was conducted in the same manner as in Example 1, by using 6-(1-carboxy-1-hydroxymethyl)-2-(α-bromoacetyl)pyridine and 3,4-diethoxythiobenzamide, to obtain 2-(3,4-diethoxyphenyl)-4-[6-(1-carboxy-1-hydroxymethyl)-2-pyridyl]thiazole